Dataset: the Open Reaction Database (ORD), a public repository of structured organic reaction records. Task: describe an organic reaction: reactants, conditions, products, and yield Reactants: compound, ClC1=CC=C(C=C1)C=C[N+](=O)[O-] (1-chloro-4-(2-nitro-vinyl)-benzene), C(C)(C)(C)OC(=O)N1CCC2=C(CC1)C(=CN2CC2=CC=CC=C2)C2=CC=C(C=C2)Cl (1-Benzyl-3-(4-chloro-phenyl)-4,5,7,8-tetrahydro-1H-pyrrolo[2,3-d]azepine-6-carboxylic acid tert-butyl ester). The solvent is C(C1=CC=CC=C1)N (benzylamine). Product: C(C1=CC=CC=C1)N1C=C(C2=C1CCNCC2)C2=CC=C(C=C2)Cl (1-Benzyl-3-(4-chloro-phenyl)-1,4,5,6,7,8-hexahydro-pyrrolo[2,3-d]azepine). RXN SMILES: C(OC([N:8]1[CH2:14][CH2:13][C:12]2[C:15]([C:25]3[CH:30]=[CH:29][C:28]([Cl:31])=[CH:27][CH:26]=3)=[CH:16][N:17]([CH2:18][C:19]3[CH:24]=[CH:23][CH:22]=[CH:21][CH:20]=3)[C:11]=2[CH2:10][CH2:9]1)=O)(C)(C)C.ClC1C=CC(C=C[N+]([O-])=O)=CC=1>C(N)C1C=CC=CC=1>[CH2:18]([N:17]1[C:11]2[CH2:10][CH2:9][NH:8][CH2:14][CH2:13][C:12]=2[C:15]([C:25]2[CH:26]=[CH:27][C:28]([Cl:31])=[CH:29][CH:30]=2)=[CH:16]1)[C:19]1[CH:20]=[CH:21][CH:22]=[CH:23][CH:24]=1. Procedure: 1-Benzyl-3-(4-chloro-phenyl)-4,5,7,8-tetrahydro-1H-pyrrolo[2,3-d]azepine-6-carboxylic acid tert-butyl ester. The desired compound (54.2 mg) was prepared from the compound of Example 59, Step B (0.56 g), 280 μL of benzylamine, and 0.49 g of 1-chloro-4-(2-nitro-vinyl)-benzene as in Example 1, Step A. MS (ESI): exact mass calculated for C26H29ClN2O2, 436.19. found, m/z 437.2 [M+H]+. The reactants are CC(=O)O, Fc1ccc(N=Cc2ccccc2)c(F)c1, [H][H], C1CCOC1. Product: Fc1ccc(NCc2ccccc2)c(F)c1. RXN SMILES: [CH3:17][C:18](=[O:19])[OH:20].[CH:1]([c:2]1[cH:3][cH:4][cH:5][cH:6][cH:7]1)=[N:8][c:9]1[c:10]([F:16])[cH:11][c:12]([F:15])[cH:13][cH:14]1.[H:21][H:22].[O:23]1[CH2:24][CH2:25][CH2:26][CH2:27]1>>[CH2:1]([c:2]1[cH:3][cH:4][cH:5][cH:6][cH:7]1)[NH:8][c:9]1[c:10]([F:16])[cH:11][c:12]([F:15])[cH:13][cH:14]1.